From a dataset of the Open Reaction Database (ORD), a public repository of structured organic reaction records. describe an organic reaction: reactants, conditions, products, and yield Reactants: N(=NC(=O)OCC)C(=O)OCC (diethyl azodicarboxylate), C(C1=CC=CC=C1)OC1=CC=C(C=C1)O (p-benzyloxyphenol), Formula IV. The solvent is C1CCOC1 (THF). Conditions: time 2 day. Product: C(CCCCC)OC1=CC=CC=C1 (hexyloxybenzene), Formula VI. Reaction SMILES: [CH2:1]([O:8][C:9]1[CH:14]=[CH:13][C:12](O)=[CH:11][CH:10]=1)[C:2]1C=[CH:6][CH:5]=[CH:4][CH:3]=1.N(C(OCC)=O)=NC(OCC)=O>C1COCC1>[CH2:1]([O:8][C:9]1[CH:10]=[CH:11][CH:12]=[CH:13][CH:14]=1)[CH2:2][CH2:3][CH2:4][CH2:5][CH3:6]. Reported procedure: To a three-neck flask flushed with argon and fitted with a magnetic stir bar was added 30 ml of dry THF, 1.379 gm (6.9 mmol) of p-benzyloxyphenol (the compound of Formula IV), 0.8 gm (6.0 mmol) of (2S,3S)-3-prophloxiranethanol (the compound of Formula V), and 1.98 gm (7.59 mmol) of triphenylphosophine. The resulting solution was heated to reflux and 1.2 ml (2.32 gm, 7.59 mmol) of diethyl azodicarboxylate was added over a period of 7 hr. After the addition was complete the reaction mixture was al... Starting materials: CC(=O)O, [Fe], O=[N+]([O-])c1ccc(SCc2cccnc2)c(C(F)(F)F)c1. Product: Nc1ccc(SCc2cccnc2)c(C(F)(F)F)c1. Reaction SMILES: [CH3:23][C:24](=[O:25])[OH:26].[Fe:22].[N+:1]([O-:2])(=[O:3])[c:4]1[cH:5][c:6]([C:18]([F:19])([F:20])[F:21])[c:7]([S:10][CH2:11][c:12]2[cH:13][n:14][cH:15][cH:16][cH:17]2)[cH:8][cH:9]1>>[NH2:1][c:4]1[cH:5][c:6]([C:18]([F:19])([F:20])[F:21])[c:7]([S:10][CH2:11][c:12]2[cH:13][n:14][cH:15][cH:16][cH:17]2)[cH:8][cH:9]1. The reactants are C(C)(C)(C)OC(=O)N1C(CCC1)C(NC1=C(C=C(C=C1)Br)Cl)=O (2-(4-Bromo-2-chloro-phenylcarbamoyl)-pyrrolidine-1-carboxylic acid tert-butyl ester), tetrakistriphenylphosphine palladium(0), CSC1=C(C=CC=C1)B(O)O (2-(methylthio)benzene boronic acid), C(=O)([O-])[O-].[Na+].[Na+] (Na2CO3). Reagents/catalysts: [Br-].C(CCC)[N+](CCCC)(CCCC)CCCC (tetrabutylammonium bromide). The solvent is CCOC(=O)C (EtOAc), C1(=CC=CC=C1)C (toluene). Product: C(C)(C)(C)OC(=O)N1C(CCC1)C(NC1=C(C=C(C=C1)C1=C(C=CC=C1)SC)Cl)=O (2-(3-Chloro-2′-methylsulfanyl-biphenyl-4-ylcarbamoyl)-pyrrolidine-1-carboxylic acid tert-butyl ester). RXN SMILES: [C:1]([O:5][C:6]([N:8]1[CH2:12][CH2:11][CH2:10][CH:9]1[C:13](=[O:23])[NH:14][C:15]1[CH:20]=[CH:19][C:18](Br)=[CH:17][C:16]=1[Cl:22])=[O:7])([CH3:4])([CH3:3])[CH3:2].[CH3:24][S:25][C:26]1[CH:31]=[CH:30][CH:29]=[CH:28][C:27]=1B(O)O.C([O-])([O-])=O.[Na+].[Na+]>[Br-].C([N+](CCCC)(CCCC)CCCC)CCC.C1(C)C=CC=CC=1.CCOC(C)=O>[C:1]([O:5][C:6]([N:8]1[CH2:12][CH2:11][CH2:10][CH:9]1[C:13](=[O:23])[NH:14][C:15]1[CH:20]=[CH:19][C:18]([C:27]2[CH:28]=[CH:29][CH:30]=[CH:31][C:26]=2[S:25][CH3:24])=[CH:17][C:16]=1[Cl:22])=[O:7])([CH3:4])([CH3:3])[CH3:2] |f:2.3.4,5.6|. Procedure: 2-(4-Bromo-2-chloro-phenylcarbamoyl)-pyrrolidine-1-carboxylic acid tert-butyl ester (1 g, 2.5 mmol), 2-(methylthio)benzene boronic acid (0.5 g, 3 mmol), and tetrabutylammonium bromide (40 mg, 0.12 mmol) were combined in 10 mL toluene, added 2 mL of a 2M aqueous Na2CO3 solution followed by tetrakistriphenylphosphine palladium(0) (0.14 g, 0.12 mmol). Heated reaction at reflux for 5 hours, cooled, dissolved in EtOAc (150 mL), washed with water (3×50 mL), brine (50 mL), dried with MgSO4, filtered, a...